From a dataset of the Open Reaction Database (ORD), a public repository of structured organic reaction records. describe an organic reaction: reactants, conditions, products, and yield Starting materials: Cl[Si](C)(C)C (chlorotrimethylsilane), CCCCCC (hexane), [H-].[Na+] (NaH), C(C)OC(C(C(=O)OCC)C)=O (diethylmethylmalonate), C(C)OC(C(C(=O)OCC)C)=O (diethylmethylmalonate). The solvent is O1CCCC1 (tetrahydrofuran). Run at time 30 minute. Yields the product C(C)OC(=C(C)C(=O)OCC)O[Si](C)(C)C ([(1-Ethoxy-2-carboethoxy-1-propenyl)oxy]-trimethylsilane). RXN SMILES: [H-].[Na+].[CH2:3]([O:5][C:6](=[O:14])[CH:7]([CH3:13])[C:8]([O:10][CH2:11][CH3:12])=[O:9])[CH3:4].Cl[Si:16]([CH3:19])([CH3:18])[CH3:17].CCCCCC>O1CCCC1>[CH2:3]([O:5][C:6]([O:14][Si:16]([CH3:19])([CH3:18])[CH3:17])=[C:7]([C:8]([O:10][CH2:11][CH3:12])=[O:9])[CH3:13])[CH3:4] |f:0.1|. Reported procedure: To a dispersion of 3.1 g of NaH in 20 mL of tetrahydrofuran (THF) at room temperature was added 20 mL of diethylmethylmalonate, at an addition rate of 0.5 mL/minute. The mixture was kept below 30° by the use of a water/ice bath. After complete addition of the diethylmethylmalonate, the mixture was stirred for 30 minutes, then cooled to 0° and 13.5 mL of chlorotrimethylsilane was added. After 40 minutes, 10 mL of hexane was added and the mixture was stirred overnight, filtered under argon, and di... Reactants: CN, CC#N, CCCCOc1nc(N)c2[nH]c(=O)n(CCCCN(CCN3CCCC3)S(=O)(=O)c3cccc(CC(=O)OC)c3)c2n1. Product: CCCCOc1nc(N)c2[nH]c(=O)n(CCCCN(C)S(=O)(=O)c3cccc(CC(=O)OC)c3)c2n1. RXN SMILES: [CH3:43][NH2:44].[CH3:45][C:46]#[N:47].[NH2:1][c:2]1[c:3]2[nH:4][c:5](=[O:42])[n:6]([CH2:16][CH2:17][CH2:18][CH2:19][N:20]([S:21](=[O:22])(=[O:23])[c:24]3[cH:25][c:26]([CH2:30][C:31](=[O:32])[O:33][CH3:34])[cH:27][cH:28][cH:29]3)[CH2:35][CH2:36][N:37]3[CH2:38][CH2:39][CH2:40][CH2:41]3)[c:7]2[n:8][c:9]([O:11][CH2:12][CH2:13][CH2:14][CH3:15])[n:10]1>>[NH2:1][c:2]1[c:3]2[nH:4][c:5](=[O:42])[n:6]([CH2:16][CH2:17][CH2:18][CH2:19][N:20]([S:21](=[O:22])(=[O:23])[c:24]3[cH:25][c:26]([CH2:30][C:31](=[O:32])[O:33][CH3:34])[cH:27][cH:28][cH:29]3)[CH3:35])[c:7]2[n:8][c:9]([O:11][CH2:12][CH2:13][CH2:14][CH3:15])[n:10]1. The reactants are CCOC(=O)C(=O)Nc1c([N+](=O)[O-])cc(Cl)cc1C(F)(F)F, CI, CN(C)C=O, [H-], [Na+]. Product: CCOC(=O)C(=O)N(C)c1c([N+](=O)[O-])cc(Cl)cc1C(F)(F)F. RXN SMILES: [C:1](=[O:2])([C:3](=[O:4])[O:5][CH2:6][CH3:7])[NH:8][c:9]1[c:10]([C:19]([F:20])([F:21])[F:22])[cH:11][c:12]([Cl:18])[cH:13][c:14]1[N+:15](=[O:16])[O-:17].[CH3:23][I:24].[CH3:27][N:28]([CH3:29])[CH:30]=[O:31].[H-:25].[Na+:26]>>[C:1](=[O:2])([C:3](=[O:4])[O:5][CH2:6][CH3:7])[N:8]([c:9]1[c:10]([C:19]([F:20])([F:21])[F:22])[cH:11][c:12]([Cl:18])[cH:13][c:14]1[N+:15](=[O:16])[O-:17])[CH3:23]. The reactants are N1(CCCC1)C1=CC=C(C=C1)P(C1=CC=C(C=C1)N1CCCC1)=O (bis[4-(pyrrolidin-1-yl)phenyl]phosphine oxide), B.O1CCCC1 (borane tetrahydrofuran). Solvent: O1CCCC1 (tetrahydrofuran). Conditions: time 1 hour. The product is N1(CCCC1)C1=CC=C(C=C1)PC1=CC=C(C=C1)N1CCCC1.B (bis[4-(pyrrolidin-1-yl)phenyl]phosphine borane). Yield: 27.0%. Reaction SMILES: [N:1]1([C:6]2[CH:11]=[CH:10][C:9]([PH:12](=O)[C:13]3[CH:18]=[CH:17][C:16]([N:19]4[CH2:23][CH2:22][CH2:21][CH2:20]4)=[CH:15][CH:14]=3)=[CH:8][CH:7]=2)[CH2:5][CH2:4][CH2:3][CH2:2]1.[BH3:25].O1CCCC1>O1CCCC1>[N:1]1([C:6]2[CH:7]=[CH:8][C:9]([PH:12][C:13]3[CH:18]=[CH:17][C:16]([N:19]4[CH2:20][CH2:21][CH2:22][CH2:23]4)=[CH:15][CH:14]=3)=[CH:10][CH:11]=2)[CH2:5][CH2:4][CH2:3][CH2:2]1.[BH3:25] |f:1.2,4.5|. Procedure: Under a nitrogen stream, to a solution of bis[4-(pyrrolidin-1-yl)phenyl]phosphine oxide (2.50 g, 7.34 mmoL) synthesized in Example 13 in tetrahydrofuran (25 mL) was added borane-tetrahydrofuran solution (29 mL, 3.9 equivalents) at 25° C. to 30° C. over 2.4 hr. Then, silica gel (10.0 g, 22.6 equivalents) was added to the mixture, and the mixture was stirred at room temperature for 1 hr. Silica gel was removed by filtration, and the filtrate was concentrated under reduced pressure. The residue was... Reactants: [H-].[Na+] (sodium hydride), OC1=C(C=CC=C1)C1=NC(=NO1)C1=CC=CC=C1 (5-(2-hydroxyphenyl)-3-phenyl-1,2,4-oxadiazole), [H-].[Na+] (sodium hydride), Cl.CN(C)CCCl (2-(N,N-dimethylamino)ethylchloride hydrochloride), Cl (HCl). Solvent: C(C)O (ethanol), O1CCOCC1 (dioxane), O1CCOCC1 (dioxane). Conditions: temperature 27.5 celsius, time 15 minute. The product is CN(C)CCOC1=C(C=CC=C1)C1=NC(=NO1)C1=CC=CC=C1 (5-{2-[2-(N,N-dimethylamino)ethyl]oxy-phenyl}-3-phenyl-1,2,4-oxadiazole). Reaction SMILES: [OH:1][C:2]1[CH:7]=[CH:6][CH:5]=[CH:4][C:3]=1[C:8]1[O:12][N:11]=[C:10]([C:13]2[CH:18]=[CH:17][CH:16]=[CH:15][CH:14]=2)[N:9]=1.[H-].[Na+].Cl.[CH3:22][N:23]([CH2:25][CH2:26]Cl)[CH3:24].Cl>O1CCOCC1.C(O)C>[CH3:22][N:23]([CH2:25][CH2:26][O:1][C:2]1[CH:7]=[CH:6][CH:5]=[CH:4][C:3]=1[C:8]1[O:12][N:11]=[C:10]([C:13]2[CH:14]=[CH:15][CH:16]=[CH:17][CH:18]=2)[N:9]=1)[CH3:24] |f:1.2,3.4|. Procedure details: 2.38 g of 5-(2-hydroxyphenyl)-3-phenyl-1,2,4-oxadiazole are dissolved in 100 ml of anhydrous dioxane and stirred with 0.3 g of 80% sodium hydride suspension in oil for 15 minutes at 25-30° C. To this solution is added 60 ml of anhydrous dioxane, the resulting mixture is combined with 2.88 g of 2-(N,N-dimethylamino)ethylchloride hydrochloride and 0.6 g of 80% sodium hydride suspension in oil. This solution is also stirred for 15 minutes at 25-30° C. The combined solutions are refluxed for 8 hours... Starting materials: [H][H] (hydrogen), 25.9, CO[C@@H]1CN(CC[C@@H]1CCO)CC1=CC=CC=C1 (cis-3-methoxy-1-(phenylmethyl)-4-piperidineethanol). The reagents and catalysts are [Pd] (palladium-on-charcoal). The solvent is CO (methanol). The product is 16.5, CO[C@@H]1CNCC[C@@H]1CCO (cis-3-methoxy-4-piperidineethanol). The yield is 100.0%. RXN SMILES: [CH3:1][O:2][C@H:3]1[C@@H:8]([CH2:9][CH2:10][OH:11])[CH2:7][CH2:6][N:5](CC2C=CC=CC=2)[CH2:4]1.[H][H]>[Pd].CO>[CH3:1][O:2][C@H:3]1[C@@H:8]([CH2:9][CH2:10][OH:11])[CH2:7][CH2:6][NH:5][CH2:4]1. Procedure details: A mixture of 25.9 parts of cis-3-methoxy-1-(phenylmethyl)-4-piperidineethanol (prepared as in EP-A-0,320,032) and 198 parts of methanol was hydrogenated at normal pressure and 50° C. with 3 parts of palladium-on-charcoal catalyst 10%. After the calculated amount of hydrogen was taken up, the catalyst was filtered off and the filtrate was evaporated, yielding 16.5 parts (100%) of cis-3-methoxy-4-piperidineethanol (interm. 45).